describe an organic reaction: reactants, conditions, products, and yield From a dataset of the Open Reaction Database (ORD), a public repository of structured organic reaction records. Reactants: CC(C)(C)OC(=O)N1CCCC(C(=O)O)C1, C(=NC1CCCCC1)=NC1CCCCC1, ClCCl, Nc1ccccc1F. Product: CC(C)(C)OC(=O)N1CCCC(C(=O)Nc2ccccc2F)C1. As a reaction SMILES: [C:1]([CH3:2])([CH3:3])([CH3:4])[O:5][C:6](=[O:7])[N:8]1[CH2:9][CH:10]([C:14](=[O:15])[OH:16])[CH2:11][CH2:12][CH2:13]1.[CH:25]1([N:26]=[C:27]=[N:28][CH:29]2[CH2:30][CH2:31][CH2:32][CH2:33][CH2:34]2)[CH2:35][CH2:36][CH2:37][CH2:38][CH2:39]1.[Cl:40][CH2:41][Cl:42].[NH2:17][c:18]1[cH:19][cH:20][cH:21][cH:22][c:23]1[F:24]>>[C:1]([CH3:2])([CH3:3])([CH3:4])[O:5][C:6](=[O:7])[N:8]1[CH2:9][CH:10]([C:14](=[O:16])[NH:17][c:18]2[cH:19][cH:20][cH:21][cH:22][c:23]2[F:24])[CH2:11][CH2:12][CH2:13]1.